Dataset: the Open Reaction Database (ORD), a public repository of structured organic reaction records. Task: describe an organic reaction: reactants, conditions, products, and yield Yields the product 2-alkyl-3-alkoxy-6-acetyl-anilines, CC1=C(N)C(=CC=C1OC)C(C)=O (2-methyl-3-methoxy-6-acetyl-aniline). Run in C(C)#N (acetonitrile). The reactants are 3-Alkoxy-2-alkyl-anilines, Optionally substituted 2-(thiazol-2-yl)-4-chloro-7-alkoxy-8-alkyl-quinoline 2-phenyl-4-chloro-7-alkoxy-quinolines, C(C)(C)C=1N=C(SC1)C1=NC2=C(C(=CC=C2C(=C1)Cl)OC)C (2-(4-isopropylthiazol-2-yl)-4-chloro-7-methoxy-8-methyl-quinoline), COC=1C(=C(N)C=CC1)C (3-methoxy-2-methyl-aniline), [Cl-].[Cl-].[Cl-].[Al+3] (aluminum trichloride), B(Cl)(Cl)Cl (boron trichloride). RXN SMILES: C(C1N=C(C2[CH:18]=[C:17](Cl)[C:16]3[C:11](=[C:12]([CH3:22])[C:13]([O:20][CH3:21])=[CH:14][CH:15]=3)[N:10]=2)SC=1)(C)C.C[O:24]C1C(C)=C(C=CC=1)N.B(Cl)(Cl)Cl.[Cl-].[Cl-].[Cl-].[Al+3]>C(#N)C>[CH3:22][C:12]1[C:13]([O:20][CH3:21])=[CH:14][CH:15]=[C:16]([C:17](=[O:24])[CH3:18])[C:11]=1[NH2:10] |f:3.4.5.6|. Reported procedure: Optionally substituted 2-(thiazol-2-yl)-4-chloro-7-alkoxy-8-alkyl-quinoline 2-phenyl-4-chloro-7-alkoxy-quinolines, such as 2-(4-isopropylthiazol-2-yl)-4-chloro-7-methoxy-8-methyl-quinoline, can be synthesized as shown in Scheme XIII. 3-Alkoxy-2-alkyl-anilines, such as 3-methoxy-2-methyl-aniline, can react with acetonitrile (CH3CN) in the presence of Lewis acids, for example boron trichloride and aluminum trichloride, to provide 2-alkyl-3-alkoxy-6-acetyl-anilines such as 2-methyl-3-methoxy-6-acet... Reactants: CCOC(=O)COc1cc(Oc2ccc3c(c2)COB3O)ccc1C#N, C1CCOC1, Cl, [Li+], [OH-], O. The product is N#Cc1ccc(Oc2ccc3c(c2)COB3O)cc1OCC(=O)O. As a reaction SMILES: [CH2:1]([CH3:2])[O:3][C:4]([CH2:5][O:6][c:7]1[c:8]([C:24]#[N:25])[cH:9][cH:10][c:11]([O:13][c:14]2[cH:15][c:16]3[c:17]([cH:22][cH:23]2)[B:18]([OH:21])[O:19][CH2:20]3)[cH:12]1)=[O:26].[CH2:31]1[O:32][CH2:33][CH2:34][CH2:35]1.[ClH:30].[Li+:28].[OH-:27].[OH2:29]>>[O:3]=[C:4]([CH2:5][O:6][c:7]1[c:8]([C:24]#[N:25])[cH:9][cH:10][c:11]([O:13][c:14]2[cH:15][c:16]3[c:17]([cH:22][cH:23]2)[B:18]([OH:21])[O:19][CH2:20]3)[cH:12]1)[OH:26].